Dataset: the Open Reaction Database (ORD), a public repository of structured organic reaction records. Task: describe an organic reaction: reactants, conditions, products, and yield Starting materials: C(CC)C1=C(C=CC(=C1)OCCC=1N=C(OC1C)C1=CC=C(C=C1)C1=CC=CC=C1)O (2-propyl-4-[2-(5-methyl-2-biphenyl-4-yl-oxazole-4-yl)ethoxy]phenol), BrC(C(=O)OCC)(C)C (ethyl 2-bromo-2-methylpropanoate), C([O-])([O-])=O.[Cs+].[Cs+] (cesium carbonate). Solvent: CN(C)C=O (DMF). Reaction conditions: temperature 55 celsius. The product is C(C)OC(C(C)(C)OC1=C(C=C(C=C1)OCCC=1N=C(OC1C)C1=CC=C(C=C1)C1=CC=CC=C1)CCC)=O (2-{4-[2-(2-biphenyl-4-yl-5-methyloxazol-4-yl)ethoxy]-2-propylphenoxy}-2-methylpropionic acid ethyl ester). Reaction SMILES: [CH2:1]([C:4]1[CH:9]=[C:8]([O:10][CH2:11][CH2:12][C:13]2[N:14]=[C:15]([C:19]3[CH:24]=[CH:23][C:22]([C:25]4[CH:30]=[CH:29][CH:28]=[CH:27][CH:26]=4)=[CH:21][CH:20]=3)[O:16][C:17]=2[CH3:18])[CH:7]=[CH:6][C:5]=1[OH:31])[CH2:2][CH3:3].Br[C:33]([CH3:40])([CH3:39])[C:34]([O:36][CH2:37][CH3:38])=[O:35].C(=O)([O-])[O-].[Cs+].[Cs+]>CN(C=O)C>[CH2:37]([O:36][C:34](=[O:35])[C:33]([O:31][C:5]1[CH:6]=[CH:7][C:8]([O:10][CH2:11][CH2:12][C:13]2[N:14]=[C:15]([C:19]3[CH:20]=[CH:21][C:22]([C:25]4[CH:26]=[CH:27][CH:28]=[CH:29][CH:30]=4)=[CH:23][CH:24]=3)[O:16][C:17]=2[CH3:18])=[CH:9][C:4]=1[CH2:1][CH2:2][CH3:3])([CH3:40])[CH3:39])[CH3:38] |f:2.3.4|. Reported procedure: A mixture of 2-propyl-4-[2-(5-methyl-2-biphenyl-4-yl-oxazole-4-yl)ethoxy]phenol (0.90 mmol), ethyl 2-bromo-2-methylpropanoate (2.25 mmol) and cesium carbonate (0.45 g, 1.38 mmol) in anhydrous DMF (4 mL) was heated for 24 h at 55° C. The mixture was concentrated in vacuo, and the residue was partitioned between ethyl acetate (50 mL) and water (40 mL), washed with brine, dried (Na2SO4), and removed in vacuo to give a crude oil which was purified using radial chromatography eluting with 2% ethyl ac... The reactants are CN(C([C@@H](N)C(C)C)=O)C (L-Valine N,N-dimethyl amide), solid, ClC=1C=C(C=CC1Cl)NC(C)C(=O)O (N-(3,4-dichlorophenyl)-D,L-alanine). Product: CN(C([C@@H](NC(C(NC1=CC(=C(C=C1)Cl)Cl)C)=O)C(C)C)=O)C (N-[N-(3,4-dichlorophenyl)-D,L-alanyl]-L-valine N,N-dimethyl amide). RXN SMILES: [CH3:1][N:2]([CH3:10])[C:3](=[O:9])[C@H:4]([CH:6]([CH3:8])[CH3:7])[NH2:5].[Cl:11][C:12]1[CH:13]=[C:14]([NH:19][CH:20]([C:22](O)=[O:23])[CH3:21])[CH:15]=[CH:16][C:17]=1[Cl:18]>>[CH3:1][N:2]([CH3:10])[C:3](=[O:9])[C@H:4]([CH:6]([CH3:8])[CH3:7])[NH:5][C:22](=[O:23])[CH:20]([CH3:21])[NH:19][C:14]1[CH:15]=[CH:16][C:17]([Cl:18])=[C:12]([Cl:11])[CH:13]=1. Procedure details: Following General Procedure D and using valine N,N-dimethyl amide (from Example D above) and N-(3,4-dichlorophenyl)-D,L-alanine (from Example A above), the title compound was prepared as a solid (mp=145-160° C.). Reactants: P(=O)(Cl)(Cl)Cl (phosphorus oxychloride), CC=1[N+](=C(OC1C1=CC=CC=C1)C1=CC=C(C=C1)C)[O-] (4-methyl-5-phenyl-2-p-tolyloxazole 3-oxide), N (ammonia). Solvent: C(Cl)(Cl)Cl (chloroform). Conditions: temperature 0 celsius. The product is ClCC=1N=C(OC1C1=CC=CC=C1)C1=CC=C(C=C1)C (4-Chloromethyl-5-phenyl-2-p-tolyloxazole). RXN SMILES: [CH3:1][C:2]1[N+:3]([O-])=[C:4]([C:13]2[CH:18]=[CH:17][C:16]([CH3:19])=[CH:15][CH:14]=2)[O:5][C:6]=1[C:7]1[CH:12]=[CH:11][CH:10]=[CH:9][CH:8]=1.P(Cl)(Cl)([Cl:23])=O.N>C(Cl)(Cl)Cl>[Cl:23][CH2:1][C:2]1[N:3]=[C:4]([C:13]2[CH:18]=[CH:17][C:16]([CH3:19])=[CH:15][CH:14]=2)[O:5][C:6]=1[C:7]1[CH:12]=[CH:11][CH:10]=[CH:9][CH:8]=1. Reported procedure: 6.4 g of 4-methyl-5-phenyl-2-p-tolyloxazole 3-oxide are dissolved in 50 ml of chloroform, 2.4 ml of phosphorus oxychloride are added and the mixture is, under reflux, heated at the boil for 30 minutes. The reaction mixture is cooled to 0° C., the pH is made slightly alkaline using ammonia and the mixture is extracted three times with in each case 100 ml of ethyl acetate. The combined organic phases are washed with water and dried over MgSO4, and the solvent then removed under reduced pressure. T... Reactants: Br, CC1CCCCC1C(=O)O, COCCn1c(=N)sc2ccccc21. The product is COCCn1c(=NC(=O)C2CCCCC2C)sc2ccccc21. As a reaction SMILES: [BrH:1].[CH3:16][CH:17]1[CH:18]([C:23](=[O:24])[OH:25])[CH2:19][CH2:20][CH2:21][CH2:22]1.[CH3:2][O:3][CH2:4][CH2:5][n:6]1[c:7](=[NH:15])[s:8][c:9]2[c:10]1[cH:11][cH:12][cH:13][cH:14]2>>[CH3:2][O:3][CH2:4][CH2:5][n:6]1[c:7](=[N:15][C:23]([CH:18]2[CH:17]([CH3:16])[CH2:22][CH2:21][CH2:20][CH2:19]2)=[O:24])[s:8][c:9]2[c:10]1[cH:11][cH:12][cH:13][cH:14]2.